describe an organic reaction: reactants, conditions, products, and yield From a dataset of the Open Reaction Database (ORD), a public repository of structured organic reaction records. The reactants are C(=O)(OC)[C@H]1C(C[C@@H](N(C1)CCC)C)=O ((±)-trans-5-carbomethoxy-2-methyl-4-oxo-1-propyl piperidine), [OH-].[Na+] (NaOH). Solvent: Cl (hydrochloric acid). Yields the product CC1N(CCC(C1)=O)CCC ((±)-2-methyl-4-oxo-1-propyl piperidine). Reaction SMILES: C([C@@H:5]1[CH2:10][N:9]([CH2:11][CH2:12][CH3:13])[C@@H:8]([CH3:14])[CH2:7][C:6]1=[O:15])(OC)=O.[OH-].[Na+]>Cl>[CH3:14][CH:8]1[CH2:7][C:6](=[O:15])[CH2:5][CH2:10][N:9]1[CH2:11][CH2:12][CH3:13] |f:1.2|. Procedure details: A solution of 6.5 g of predominantly (±)-trans-5-carbomethoxy-2-methyl-4-oxo-1-propyl piperidine and 30 mL of 20% hydrochloric acid was heated to reflux for 2 h. The solution was cooled in an ice bath, basified by addition of NaOH pellets until the pH was 9-10 and extracted with 5×100 mL of chloroform. The combined organic extracts were dried over MgSO4 and concentrated under reduced pressure. After azeotropic dying with toluene there was obtained 5.6 g of predominantly (±)-2-methyl-4-oxo-1-prop...